Dataset: the Open Reaction Database (ORD), a public repository of structured organic reaction records. Task: describe an organic reaction: reactants, conditions, products, and yield The reactants are CC1(OC2=C(C1)C(=C(C(=C2C)C)N)C)CN2CCNCC2 (2,3-dihydro-2,4,6,7-tetramethyl-2-[(1-piperazinyl)methyl]-5-benzofuranamine), Cl.C(C)N=C=NCCCN(C)C (1-ethyl-3-(3-dimethylaminopropyl)carbodiimide hydrochloride), ON1N=NC2=C1C=CC=C2 (1-hydroxybenzotriazole), C1(=CC=CC=C1)CCCC(=O)O (4-phenylbutyric acid). The solvent is CN(C=O)C (N,N-dimethylformamide), O (water), CN(C=O)C (N,N-dimethylformamide). Reaction conditions: time 2 hour. Product: CC1(OC2=C(C1)C(=C(C(=C2C)C)N)C)CN2CCN(CC2)C(CCCC2=CC=CC=C2)=O (2,3-Dihydro-2,4,6,7-tetramethyl-2-[[4-(4-phenylbutyryl)-1-piperazinyl]methyl]-5-benzofuranamine). Yield: 73.1%. As a reaction SMILES: Cl.C(N=C=NCCCN(C)C)C.ON1C2C=CC=CC=2N=N1.[C:23]1([CH2:29][CH2:30][CH2:31][C:32]([OH:34])=O)[CH:28]=[CH:27][CH:26]=[CH:25][CH:24]=1.[CH3:35][C:36]1([CH2:49][N:50]2[CH2:55][CH2:54][NH:53][CH2:52][CH2:51]2)[CH2:40][C:39]2[C:41]([CH3:48])=[C:42]([NH2:47])[C:43]([CH3:46])=[C:44]([CH3:45])[C:38]=2[O:37]1>CN(C)C=O.O>[CH3:35][C:36]1([CH2:49][N:50]2[CH2:55][CH2:54][N:53]([C:32](=[O:34])[CH2:31][CH2:30][CH2:29][C:23]3[CH:24]=[CH:25][CH:26]=[CH:27][CH:28]=3)[CH2:52][CH2:51]2)[CH2:40][C:39]2[C:41]([CH3:48])=[C:42]([NH2:47])[C:43]([CH3:46])=[C:44]([CH3:45])[C:38]=2[O:37]1 |f:0.1|. Procedure details: To a solution of 1-ethyl-3-(3-dimethylaminopropyl)carbodiimide hydrochloride (0.22 g) and 1-hydroxybenzotriazole (0.13 g) in N,N-dimethylformamide (5 mL) was added 0.12 g of 4-phenylbutyric acid at 0° C. and the mixture was stirred at that temperature for 5 minutes and further at room temperature for 2 hours. This reaction mixture was added to a solution of 2,3-dihydro-2,4,6,7-tetramethyl-2-[(1-piperazinyl)methyl]-5-benzofuranamine (0.20 g) in N,N-dimethylformamide (2 mL) at 0° C. and the mixtur... Conditions: time 2 hour. The reactants are stainless steel, N1=C(N)N=C(N)N=C1N (melamine), C(CCCO)O (1,4-butanediol), [H][H] (hydrogen), N1=C(N)N=C(N)N=C1N (melamine). Isolated yield 6.7%. The product is NC1=NC(=NC(=N1)N)NCCCCO (2,4-diamino-6-(4-hydroxybutylamino)-1,3,5-triazine), NC1=NC(=NC(=N1)NCCCCO)NCCCCO (2-amino-4,6-bis (4-hydroxybutylamino)-1,3,5-triazine). As a reaction SMILES: [N:1]1[C:8]([NH2:9])=[N:7][C:5]([NH2:6])=[N:4][C:2]=1[NH2:3].[H][H].[CH2:12](O)[CH2:13][CH2:14][CH2:15][OH:16]>[Pd]>[NH2:3][C:2]1[N:4]=[C:5]([NH2:6])[N:7]=[C:8]([NH:9][CH2:12][CH2:13][CH2:14][CH2:15][OH:16])[N:1]=1.[NH2:3][C:2]1[N:4]=[C:5]([NH:6][CH2:12][CH2:13][CH2:14][CH2:15][OH:16])[N:7]=[C:8]([NH:9][CH2:12][CH2:13][CH2:14][CH2:15][OH:16])[N:1]=1. Reagents/catalysts: [Pd] (Pd—C). Procedure: In a stainless steel autoclave of an inner volume of 100 ml, 1.26 g (10 mmol) of melamine, 250 mg of 5% Pd—C catalyst, and 30 ml of 1,4-butanediol were charged. After the inside of the reaction system was sufficiently substituted with nitrogen gas, 10 kg/cm2 of hydrogen gas was introduced under pressure at normal temperature. Then, the temperature was elevated while stirring, and after the temperature reached 260° C., the reaction was carried out at the same temperature for further 2 hours. Afte... Starting materials: N[C@H](CC(=O)O)C(=O)O (D-Aspartic acid), ClC(=O)OCC1=CC=CC=C1 (benzyl chloroformate), [OH-].[Na+] (sodium hydroxide). The solvent is O (water). Conditions: time 3 day. Yields the product C(C1=CC=CC=C1)OC(=O)N[C@H](CC(=O)O)C(=O)O (N-Benzyloxycarbonyl-D-aspartic Acid). RXN SMILES: [NH2:1][C@@H:2]([C:7]([OH:9])=[O:8])[CH2:3][C:4]([OH:6])=[O:5].Cl[C:11]([O:13][CH2:14][C:15]1[CH:20]=[CH:19][CH:18]=[CH:17][CH:16]=1)=[O:12].[OH-].[Na+]>O>[CH2:14]([O:13][C:11]([NH:1][C@@H:2]([C:7]([OH:9])=[O:8])[CH2:3][C:4]([OH:6])=[O:5])=[O:12])[C:15]1[CH:20]=[CH:19][CH:18]=[CH:17][CH:16]=1 |f:2.3|. Reported procedure: D-Aspartic acid (25.0 g, 0.188 mol) and benzyl chloroformate (34.3 ml, 0.282 mol) were added to sodium hydroxide (22.9 g, 0.564 mol) in water (600 ml). The resulting mixture was stirred at room temperature for 3 days. The mixture was then acidified with 6MHCl to pH1 and extracted with ethyl acetate (3×250 ml). The extracts were combined, dried (MgSO4) and evaporated to a clear oil, wt 50.2 g. 1H NMR (90 MHz, CDCl3): δ 3.05 (2,bm), 4.65 (1,bm), 5.25 (2,s), 6.2 (1,bs), 7.4 (5,s), 10 (1,bs). Starting materials: CCS(=O)(=O)N1CCC(c2c[nH]c3c(C(N)=O)cc(Br)cc23)CC1, CCCC(C)NCc1ccc(B(O)O)s1, [K+], [K+], O=C([O-])[O-], c1ccc(P(c2ccccc2)(c2ccccc2)[Pd](P(c2ccccc2)(c2ccccc2)c2ccccc2)(P(c2ccccc2)(c2ccccc2)c2ccccc2)P(c2ccccc2)(c2ccccc2)c2ccccc2)cc1. Yields the product CCCC(C)NCc1ccc(-c2cc(C(N)=O)c3[nH]cc(C4CCN(S(=O)(=O)CC)CC4)c3c2)s1. RXN SMILES: [Br:16][c:17]1[cH:18][c:19]2[c:20]([CH:29]3[CH2:30][CH2:31][N:32]([S:35](=[O:36])(=[O:37])[CH2:38][CH3:39])[CH2:33][CH2:34]3)[cH:21][nH:22][c:23]2[c:24]([C:26](=[O:27])[NH2:28])[cH:25]1.[CH3:1][CH:2]([CH2:3][CH2:4][CH3:5])[NH:6][CH2:7][c:8]1[cH:9][cH:10][c:11]([B:13]([OH:14])[OH:15])[s:12]1.[K+:40].[K+:41].[O-:42][C:43]([O-:44])=[O:45].[cH:46]1[cH:47][cH:48][c:49]([P:50]([Pd:51]([P:52]([c:53]2[cH:54][cH:55][cH:56][cH:57][cH:58]2)([c:59]2[cH:60][cH:61][cH:62][cH:63][cH:64]2)[c:65]2[cH:66][cH:67][cH:68][cH:69][cH:70]2)([P:71]([c:72]2[cH:73][cH:74][cH:75][cH:76][cH:77]2)([c:78]2[cH:79][cH:80][cH:81][cH:82][cH:83]2)[c:84]2[cH:85][cH:86][cH:87][cH:88][cH:89]2)[P:90]([c:91]2[cH:92][cH:93][cH:94][cH:95][cH:96]2)([c:97]2[cH:98][cH:99][cH:100][cH:101][cH:102]2)[c:103]2[cH:104][cH:105][cH:106][cH:107][cH:108]2)([c:109]2[cH:110][cH:111][cH:112][cH:113][cH:114]2)[c:115]2[cH:116][cH:117][cH:118][cH:119][cH:120]2)[cH:121][cH:122]1>>[CH3:1][CH:2]([CH2:3][CH2:4][CH3:5])[NH:6][CH2:7][c:8]1[cH:9][cH:10][c:11](-[c:17]2[cH:18][c:19]3[c:20]([CH:29]4[CH2:30][CH2:31][N:32]([S:35](=[O:36])(=[O:37])[CH2:38][CH3:39])[CH2:33][CH2:34]4)[cH:21][nH:22][c:23]3[c:24]([C:26](=[O:27])[NH2:28])[cH:25]2)[s:12]1. Starting materials: BrC1=NC2=C(C=C(C=C2C(=C1)Br)C(=O)C1=CC=C(C=C1)Cl)Br (2,4,8-tribromo-6-[(4-chlorophenyl)carbonyl]quinoline), CC(C)(C)[O-].[K+] (KOt-Bu). As a reaction SMILES: Br[C:2]1[CH:11]=[C:10]([Br:12])[C:9]2[C:4](=[C:5]([Br:22])[CH:6]=[C:7]([C:13]([C:15]3[CH:20]=[CH:19][C:18]([Cl:21])=[CH:17][CH:16]=3)=[O:14])[CH:8]=2)[N:3]=1.[CH3:23][C:24]([O-:27])([CH3:26])[CH3:25].[K+]>C1(C)C=CC=CC=1.[Cl-].[Na+]>[Br:12][C:10]1[C:9]2[C:4](=[C:5]([Br:22])[CH:6]=[C:7]([C:13]([C:15]3[CH:20]=[CH:19][C:18]([Cl:21])=[CH:17][CH:16]=3)=[O:14])[CH:8]=2)[N:3]=[C:2]([O:27][C:24]([CH3:26])([CH3:25])[CH3:23])[CH:11]=1 |f:1.2,4.5|. Conditions: temperature 65 celsius, time 1.5 hour. The solvent is [Cl-].[Na+] (sodium chloride), C1(=CC=CC=C1)C (toluene). Yields the product BrC1=CC(=NC2=C(C=C(C=C12)C(=O)C1=CC=C(C=C1)Cl)Br)OC(C)(C)C (4,8-dibromo-2-(tert-butoxy)-6-[(4-chlorophenyl)carbonyl]quinoline). Procedure: Into a 100-mL round-bottom flask purged and maintained with an inert atmosphere of nitrogen, was placed a solution of 2,4,8-tribromo-6-[(4-chlorophenyl)carbonyl]quinoline (1.0 g, 1.98 mmol, 1.00 equip) in toluene (30 mL), and KOt-Bu (2.18 mL, 1.10 equip). The resulting solution was stirred for 1.5 h at 65° C. The resulting solution was diluted with saturated sodium chloride (50 mL). The resulting solution was extracted with ethyl acetate (2×100 mL) and the organic layers combined and dried over ... Reactants: C(C1=CC=CC=C1)(=O)NNC(C)(C)C (N-benzoyl-N'-t-butyl hydrazine), C1(=CC=CC=C1)S(=O)(=O)Cl (Benzenesulfonyl chloride). Run in N1=CC=CC=C1 (pyridine), C(C)OCC (diethyl ether). Conditions: time 1 hour. Product: C(C)(C)(C)N(NC(C1=CC=CC=C1)=O)S(=O)(=O)C1=CC=CC=C1 (N'-t-butyl-N-benzoyl-N'-benzenesulfonylhydrazine). As a reaction SMILES: [C:1]([NH:9][NH:10][C:11]([CH3:14])([CH3:13])[CH3:12])(=[O:8])[C:2]1[CH:7]=[CH:6][CH:5]=[CH:4][CH:3]=1.[C:15]1([S:21](Cl)(=[O:23])=[O:22])[CH:20]=[CH:19][CH:18]=[CH:17][CH:16]=1>N1C=CC=CC=1.C(OCC)C>[C:11]([N:10]([S:21]([C:15]1[CH:20]=[CH:19][CH:18]=[CH:17][CH:16]=1)(=[O:23])=[O:22])[NH:9][C:1](=[O:8])[C:2]1[CH:7]=[CH:6][CH:5]=[CH:4][CH:3]=1)([CH3:14])([CH3:13])[CH3:12]. Procedure details: N-benzoyl-N'-t-butyl hydrazine (0.8 g) was stirred in pyridine (2 ml) at room temperature. Benzenesulfonyl chloride (0.8 g) was added slowly dropwise, stirred about 1 hour, diluted with diethyl ether (10 ml) and washed several times with a 10% HCl solution and then water. The organic layer was dried over magnesium sulfate. The mixture was filtered and the solvent rotavapped off to afford a white solid in good yield. Starting materials: ClC=1N=CC2=C(N1)N(N=N2)C2=CC=C(C=C2)OC (5-chloro-3-(4-methoxy-phenyl)-3H-[1,2,3]triazolo[4,5-d]pyrimidine), C(C)(C)(C)OC(=O)N1N=CC(=C1)N (4-amino-pyrazole-1-carboxylic acid tert-butyl ester), O (water). Solvent: COCCO (2-methoxy-ethanol). The product is COC1=CC=C(C=C1)N1N=NC2=C1N=C(N=C2)NC=2C=NNC2 ([3-(4-methoxy-phenyl)-3H-[1,2,3]triazolo[4,5-d]pyrimidin-5-yl]-(1H-pyrazol-4-yl)-amine). RXN SMILES: Cl[C:2]1[N:3]=[CH:4][C:5]2[N:10]=[N:9][N:8]([C:11]3[CH:16]=[CH:15][C:14]([O:17][CH3:18])=[CH:13][CH:12]=3)[C:6]=2[N:7]=1.C(OC([N:26]1[CH:30]=[C:29]([NH2:31])[CH:28]=[N:27]1)=O)(C)(C)C.O>COCCO>[CH3:18][O:17][C:14]1[CH:15]=[CH:16][C:11]([N:8]2[C:6]3[N:7]=[C:2]([NH:31][C:29]4[CH:30]=[N:26][NH:27][CH:28]=4)[N:3]=[CH:4][C:5]=3[N:10]=[N:9]2)=[CH:12][CH:13]=1. Procedure: A solution of 262 mg (1.00 mmol) 5-chloro-3-(4-methoxy-phenyl)-3H-[1,2,3]triazolo[4,5-d]pyrimidine and 183 mg (1.00 mmol) 4-amino-pyrazole-1-carboxylic acid tert-butyl ester in 2.5 ml 2-methoxy-ethanol is stirred for 3 hours at 100° C. The reaction mixture is cooled to room temperature and water is added. The resulting precipitate is filtered off, washed with water and dried. The crude product is recrystallized from isopropanol giving “A3” as brown crystals; HPLC/MS (A): 1.6 min, [M+H] 309; Starting materials: NC1=NC(=C(C(=C1C(=O)OCC)C(=O)OCC)[N+](=O)[O-])C1=CC=CC=C1 (2-amino-3,4-diethoxycarbonyl-5-nitro-6-phenylpyridine), B(F)(F)F.F (hydrofluoroboric acid), C(O)([O-])=O.[Na+] (sodium hydrogencarbonate), N(=O)[O-].[Na+] (sodium nitrite). The solvent is C(C)(=O)O (acetic acid), O (water). Run at temperature -5 celsius. Product: C(C)OC(=O)C=1C(=NC(=C(C1C(=O)OCC)[N+](=O)[O-])C1=CC=CC=C1)F (3,4-Diethoxycarbonyl-2-fluoro-5-nitro-6-phenylpyridine). RXN SMILES: N[C:2]1[C:7]([C:8]([O:10][CH2:11][CH3:12])=[O:9])=[C:6]([C:13]([O:15][CH2:16][CH3:17])=[O:14])[C:5]([N+:18]([O-:20])=[O:19])=[C:4]([C:21]2[CH:26]=[CH:25][CH:24]=[CH:23][CH:22]=2)[N:3]=1.B(F)(F)[F:28].F.N([O-])=O.[Na+].C(=O)([O-])O.[Na+]>C(O)(=O)C.O>[CH2:11]([O:10][C:8]([C:7]1[C:2]([F:28])=[N:3][C:4]([C:21]2[CH:26]=[CH:25][CH:24]=[CH:23][CH:22]=2)=[C:5]([N+:18]([O-:20])=[O:19])[C:6]=1[C:13]([O:15][CH2:16][CH3:17])=[O:14])=[O:9])[CH3:12] |f:1.2,3.4,5.6|. Procedure: In 2 ml of acetic acid was dissolved 100 mg of 2-amino-3,4-diethoxycarbonyl-5-nitro-6-phenylpyridine, and 1.5 ml of 42% hydrofluoroboric acid was added to the solution. The mixture was cooled to -5° C., followed by adding dropwise a solution of 21 mg (1.1 eq) of sodium nitrite dissolved in 0.5 ml of water. Thirty minutes later, the temperature of the mixture was elevated to room temperature and the mixture was neutralized with sodium hydrogencarbonate, followed by extraction with ethyl acetate. ...